This data is from the Open Reaction Database (ORD), a public repository of structured organic reaction records. The task is: describe an organic reaction: reactants, conditions, products, and yield Product: CCOC(=O)c1nc(OC(C)=O)c(OC)c2c1CCN(Cc1ccc(F)c(Cl)c1)C2=O. The reactants are CC(=O)OC(C)=O, Cc1ccccc1, CCOC(=O)c1ncc(OC)c2c1CCN(Cc1ccc(F)c(Cl)c1)C2=O, ClCCl, O=C(OC(=O)C(F)(F)F)C(F)(F)F, [K+], [K+], NC(N)=O, [Na+], OO, O=P([O-])([O-])O, O=S([O-])O. Reaction SMILES: [CH3:46][C:47](=[O:48])[O:49][C:50](=[O:51])[CH3:52].[CH3:69][c:70]1[cH:71][cH:72][cH:73][cH:74][cH:75]1.[Cl:1][c:2]1[cH:3][c:4]([CH2:5][N:6]2[C:7](=[O:23])[c:8]3[c:9]([O:21][CH3:22])[cH:10][n:11][c:12]([C:16](=[O:17])[O:18][CH2:19][CH3:20])[c:13]3[CH2:14][CH2:15]2)[cH:24][cH:25][c:26]1[F:27].[Cl:53][CH2:54][Cl:55].[F:56][C:57]([F:58])([F:59])[C:60]([O:61][C:62](=[O:63])[C:64]([F:65])([F:66])[F:67])=[O:68].[K+:39].[K+:40].[NH2:30][C:31]([NH2:32])=[O:33].[Na+:45].[OH:28][OH:29].[P:34]([O-:35])([O-:36])([OH:37])=[O:38].[S:41](=[O:42])([OH:43])[O-:44]>>[Cl:1][c:2]1[cH:3][c:4]([CH2:5][N:6]2[C:7](=[O:23])[c:8]3[c:9]([O:21][CH3:22])[c:10]([O:49][C:47]([CH3:46])=[O:48])[n:11][c:12]([C:16](=[O:17])[O:18][CH2:19][CH3:20])[c:13]3[CH2:14][CH2:15]2)[cH:24][cH:25][c:26]1[F:27]. Starting materials: CC=1C(=NC=CC1)CNCC1=NC=CC=C1C (bis-(3-methyl-pyridin-2-ylmethyl)-amine), C(C)(C)(C)OC(NC\C=C/CCl)=O ((4-chloro-cis-but-2-enyl)-carbamic acid tert-butyl ester), CC#N (CH3CN). Yields the product CCN(C(C)C)C(C)C (DIPEA), C(C)(C)(C)OC(NC\C=C/CN(CC1=NC=CC=C1C)CC1=NC=CC=C1C)=O ({4-[Bis-(3-methyl-pyridin-2-ylmethyl)-amino]-cis-but-2-enyl}-carbamic acid tert-butyl ester). Reaction SMILES: [CH3:1][C:2]1[C:3]([CH2:8][NH:9][CH2:10][C:11]2[C:16]([CH3:17])=[CH:15][CH:14]=[CH:13][N:12]=2)=[N:4][CH:5]=[CH:6][CH:7]=1.[C:18]([O:22][C:23](=[O:30])[NH:24][CH2:25]/[CH:26]=[CH:27]\[CH2:28]Cl)([CH3:21])([CH3:20])[CH3:19].[CH3:31]C#N>>[CH3:18][CH2:19][N:12]([CH:11]([CH3:10])[CH3:16])[CH:13]([CH3:14])[CH3:31].[C:18]([O:22][C:23](=[O:30])[NH:24][CH2:25]/[CH:26]=[CH:27]\[CH2:28][N:9]([CH2:10][C:11]1[C:16]([CH3:17])=[CH:15][CH:14]=[CH:13][N:12]=1)[CH2:8][C:3]1[C:2]([CH3:1])=[CH:7][CH:6]=[CH:5][N:4]=1)([CH3:21])([CH3:20])[CH3:19]. Reported procedure: Using General Procedure A: Reaction of bis-(3-methyl-pyridin-2-ylmethyl)-amine, (4-chloro-cis-but-2-enyl)-carbamic acid tert-butyl ester (Casara, P et al, J. Am. Chem. Soc. 1989, 111, 9111-9113), KI in anhydrous CH3CN and DIPEA gave {4-[Bis-(3-methyl-pyridin-2-ylmethyl)-amino]-cis-but-2-enyl}-carbamic acid tert-butyl ester. 1H NMR (CDCl3) δ 1.46 (s, 9H), 2.13 (s, 6H), 3.18 (d, 2H, J=6.0 Hz), 3.63 (t, 2H, J=6.0 Hz), 3.74 (s, 4H), 5.69 (br, 2H), 5.80 (br, 1H, (NH)), 7.08 (m, 2H), 7.39 (d, 2H, J=6.... Reaction SMILES: [C:1]([CH3:2])([CH3:3])([CH3:4])[O:5][C:6](=[O:7])[N:8]1[CH2:9][CH2:10][CH:11]([NH:14][c:15]2[o:16][c:17]3[c:18]([n:19]2)[cH:20][c:21]([C:24]#[N:25])[cH:22][cH:23]3)[CH2:12][CH2:13]1.[C:56](=[O:57])([O-:58])[O-:59].[CH3:65][S:66]([CH3:67])=[O:68].[K+:60].[K+:61].[OH2:64].[OH:62][OH:63].[s:26]1[c:27]2[cH:28][cH:29][cH:30][cH:31][c:32]2[n:33][c:34]1[NH:35][CH:36]1[CH2:37][CH2:38][N:39]([CH2:40][c:41]2[c:42]3[c:43]([cH:44][cH:45][cH:46][cH:47]3)[cH:48][cH:49][c:50]2[O:53][CH2:51][CH3:52])[CH2:54][CH2:55]1>>[C:1]([CH3:2])([CH3:3])([CH3:4])[O:5][C:6](=[O:7])[N:8]1[CH2:9][CH2:10][CH:11]([NH:14][c:15]2[o:16][c:17]3[c:18]([n:19]2)[cH:20][c:21]([C:24]([NH2:25])=[O:53])[cH:22][cH:23]3)[CH2:12][CH2:13]1. The product is CC(C)(C)OC(=O)N1CCC(Nc2nc3cc(C(N)=O)ccc3o2)CC1. Starting materials: CC(C)(C)OC(=O)N1CCC(Nc2nc3cc(C#N)ccc3o2)CC1, O=C([O-])[O-], CS(C)=O, [K+], [K+], O, OO, CCOc1ccc2ccccc2c1CN1CCC(Nc2nc3ccccc3s2)CC1. Starting materials: Cl.C[C@H]1OC(C2=CC=C(C=C2C1)CCN1CCNCC1)=O ((3R)-3-methyl-6-[2-(piperazin-1-yl)ethyl]-3,4-dihydro-1H-isochromen-1-one hydrochloride), BrC=1C=C2C[C@@H](OC(C2=CC1)=O)C ((3S)-6-bromo-3-methyl-3,4-dihydro-1H-isochromen-1-one). Product: Cl.C[C@@H]1OC(C2=CC=C(C=C2C1)CCN1CCNCC1)=O ((3S)-3-methyl-6-[2-(piperazin-1-yl)ethyl]-3,4-dihydro-1H-isochromen-1-one hydrochloride). As a reaction SMILES: [ClH:1].[CH3:2][C@@H:3]1[CH2:12][C:11]2[C:6](=[CH:7][CH:8]=[C:9]([CH2:13][CH2:14][N:15]3[CH2:20][CH2:19][NH:18][CH2:17][CH2:16]3)[CH:10]=2)[C:5](=[O:21])[O:4]1.BrC1C=C2C(=CC=1)C(=O)O[C@@H](C)C2>>[ClH:1].[CH3:2][C@H:3]1[CH2:12][C:11]2[C:6](=[CH:7][CH:8]=[C:9]([CH2:13][CH2:14][N:15]3[CH2:16][CH2:17][NH:18][CH2:19][CH2:20]3)[CH:10]=2)[C:5](=[O:21])[O:4]1 |f:0.1,3.4|. Procedure: (3S)-3-methyl-6-[2-(piperazin-1-yl)ethyl]-3,4-dihydro-1H-isochromen-1-one hydrochloride was prepared in a similar manner as (3R)-3-methyl-6-[2-(piperazin-1-yl)ethyl]-3,4-dihydro-1H-isochromen-1-one hydrochloride except starting from (3S)-6-bromo-3-methyl-3,4-dihydro-1H-isochromen-1-one.